From a dataset of the Open Reaction Database (ORD), a public repository of structured organic reaction records. describe an organic reaction: reactants, conditions, products, and yield The reactants are N1[C@@H](CC=2CCCCC12)C(=O)OCC1=CC=CC=C1 (benzyl (2S)-2,3,4,5,6,7-hexahydro-1H-indole-2-carboxylate), ClCCl (dichloromethane), C(C)(C)(C)OC(=O)N[C@H](C(=O)Cl)C ((2S)-2-[(tert-butoxycarbonyl)amino]propionyl chloride). Run in C(C)N(CC)CC (triethylamine). Conditions: time 1 hour. Product: C(C)(C)(C)OC(=O)N[C@H](C(=O)N1[C@@H](CC=2CCCCC12)C(=O)OCC1=CC=CC=C1)C (benzyl (2S)-1-{(2S)-2-[(tert-butoxycarbonyl)amino]propionyl}-2,3,4,5,6,7-hexahydro-1H-indole-2-carboxylate). Reaction SMILES: [NH:1]1[C:9]2[CH2:8][CH2:7][CH2:6][CH2:5][C:4]=2[CH2:3][C@H:2]1[C:10]([O:12][CH2:13][C:14]1[CH:19]=[CH:18][CH:17]=[CH:16][CH:15]=1)=[O:11].ClCCl.[C:23]([O:27][C:28]([NH:30][C@@H:31]([CH3:35])[C:32](Cl)=[O:33])=[O:29])([CH3:26])([CH3:25])[CH3:24]>C(N(CC)CC)C>[C:23]([O:27][C:28]([NH:30][C@@H:31]([CH3:35])[C:32]([N:1]1[C:9]2[CH2:8][CH2:7][CH2:6][CH2:5][C:4]=2[CH2:3][C@H:2]1[C:10]([O:12][CH2:13][C:14]1[CH:19]=[CH:18][CH:17]=[CH:16][CH:15]=1)=[O:11])=[O:33])=[O:29])([CH3:26])([CH3:25])[CH3:24]. Procedure: Introduce 200 g of benzyl (2S)-2,3,4,5,6,7-hexahydro-1H-indole-2-carboxylate and 1.5 liters of dichloromethane into a reactor, then bring the temperature of the reaction mixture to 0° C. and add 107 ml of triethylamine and then 162 g of (2S)-2-[(tert-butoxycarbonyl)amino]propionyl chloride. Subsequently, bring the mixture to ambient temperature. After stirring for 1 hour at that temperature, wash the mixture with water and then with a dilute acetic acid solution. The benzyl (2S)-1-{(2S)-2-[(tert... Reactants: Cl.FC=1C=C(CN2N=CC(=C2)C2=CN(C3=NC=C(C=C32)C3=CC=C(C=C3)C3CCNCC3)S(=O)(=O)C3=CC=C(C)C=C3)C=CC1 (3-(1-(3-fluorobenzyl)-1H-pyrazol-4-yl)-5-(4-(piperidin-4-yl)phenyl)-1-tosyl-1H-pyrrolo[2,3-b]pyridine hydrochloride), FC=1C=C(CN2N=CC(=C2)C2=CN(C3=NC=C(C=C32)C=3C=CC(=NC3)N3CCN(CC3)CC(=O)N)S(=O)(=O)C3=CC=C(C)C=C3)C=CC1 (2-(4-(5-(3-(1-(3-fluorobenzyl)-1H-pyrazol-4-yl)-1-tosyl-1H-pyrrolo[2,3-b]pyridin-5-yl)pyridin-2-yl)piperazin-1-yl) acetamide), [OH-].[Li+] (lithium hydroxide). The solvent is C1CCOC1.CO.O (THF methanol water). Product: FC=1C=C(CN2N=CC(=C2)C2=CNC3=NC=C(C=C32)C=3C=CC(=NC3)N3CCN(CC3)CC(=O)N)C=CC1 (2-(4-(5-(3-(1-(3-fluorobenzyl)-1H-pyrazol-4-yl)-1H-pyrrolo[2,3-b]pyridin-5-yl)pyridin-2-yl)piperazin-1-yl)acetamide). Yield: 27.7%. RXN SMILES: Cl.FC1C=C(C=CC=1)CN1C=C(C2C3C(=NC=C(C4C=CC(C5CCNCC5)=CC=4)C=3)N(S(C3C=CC(C)=CC=3)(=O)=O)C=2)C=N1.[F:46][C:47]1[CH:48]=[C:49]([CH:91]=[CH:92][CH:93]=1)[CH2:50][N:51]1[CH:55]=[C:54]([C:56]2[C:64]3[C:59](=[N:60][CH:61]=[C:62]([C:65]4[CH:66]=[CH:67][C:68]([N:71]5[CH2:76][CH2:75][N:74]([CH2:77][C:78]([NH2:80])=[O:79])[CH2:73][CH2:72]5)=[N:69][CH:70]=4)[CH:63]=3)[N:58](S(C3C=CC(C)=CC=3)(=O)=O)[CH:57]=2)[CH:53]=[N:52]1.[OH-].[Li+]>C1COCC1.CO.O>[F:46][C:47]1[CH:48]=[C:49]([CH:91]=[CH:92][CH:93]=1)[CH2:50][N:51]1[CH:55]=[C:54]([C:56]2[C:64]3[C:59](=[N:60][CH:61]=[C:62]([C:65]4[CH:66]=[CH:67][C:68]([N:71]5[CH2:72][CH2:73][N:74]([CH2:77][C:78]([NH2:80])=[O:79])[CH2:75][CH2:76]5)=[N:69][CH:70]=4)[CH:63]=3)[NH:58][CH:57]=2)[CH:53]=[N:52]1 |f:0.1,3.4,5.6.7|. Procedure: Using similar reaction conditions as described in step-iii of example-1, 2-(4-(5-(3-(1-(3-fluorobenzyl)-1H-pyrazol-4-yl)-1-tosyl-1H-pyrrolo[2,3-b]pyridin-5-yl)pyridin-2-yl)piperazin-1-yl) acetamide (80 mg, 0.120 mmol) was hydrolyzed with lithium hydroxide (11 mg, 0.240 mmol) in THF/methanol/water (5/2/1 mL) to yield 17 mg (27.8% yield) of desired product. 1H NMR (DMSO-d6, 400 MHz): δ 8.57-8.56 (d, 1H), 8.49-8.47 (m, 2H), 8.348-8.343 (d, 1H), 8.00-7.97 (m, 2H), 7.77-7.76 (d, 1H), 7.43-7.38 (m, 1H... Starting materials: COC(=O)c1ccc(COC(C)=O)c(C)c1, C[O-], CO, [Na+]. Yields the product COC(=O)c1ccc(CO)c(C)c1. As a reaction SMILES: [C:1](=[O:2])([CH3:3])[O:4][CH2:5][c:6]1[c:7]([CH3:16])[cH:8][c:9]([C:10](=[O:11])[O:12][CH3:13])[cH:14][cH:15]1.[CH3:17][O-:18].[CH3:20][OH:21].[Na+:19]>>[OH:4][CH2:5][c:6]1[c:7]([CH3:16])[cH:8][c:9]([C:10](=[O:11])[O:12][CH3:13])[cH:14][cH:15]1. Starting materials: P(=O)([O-])([O-])[O-].[K+].[K+].[K+] (tripotassium phosphate), N[C@H]1[C@@H](CCCC1)N (trans-1,2-diaminocyclohexane), C1(=CC=CC=C1)N1N=NC(=C1C)I (1-phenyl-5-methyl-4-iodo-1H-[1,2,3]triazole), C(C)(C)(C)OC(=O)N1CC(NCC1)=O (4-(tert-butyloxycarbonyl)piperazin-2-one). Reagents/catalysts: [Cu]I (copper(I) iodide). Run in O (water), O1CCOCC1 (dioxane). Reaction conditions: temperature 90 celsius. The product is C1(=CC=CC=C1)N1N=NC(=C1C)N1CCN(CC1)C(=O)OC(C)(C)C (tert-Butyl 4-(1-phenyl-5-methyl-1H-[1,2,3]triazol-4-yl)-piperazine-1-carboxylate). Isolated yield 14.9%. RXN SMILES: P([O-])([O-])([O-])=O.[K+].[K+].[K+].N[C@@H]1CCCC[C@H]1N.[C:17]1([N:23]2[C:27]([CH3:28])=[C:26](I)[N:25]=[N:24]2)[CH:22]=[CH:21][CH:20]=[CH:19][CH:18]=1.[C:30]([O:34][C:35]([N:37]1[CH2:42][CH2:41][NH:40][C:39](=O)[CH2:38]1)=[O:36])([CH3:33])([CH3:32])[CH3:31]>O1CCOCC1.[Cu]I.O>[C:17]1([N:23]2[C:27]([CH3:28])=[C:26]([N:40]3[CH2:39][CH2:38][N:37]([C:35]([O:34][C:30]([CH3:33])([CH3:32])[CH3:31])=[O:36])[CH2:42][CH2:41]3)[N:25]=[N:24]2)[CH:22]=[CH:21][CH:20]=[CH:19][CH:18]=1 |f:0.1.2.3|. Procedure details: In a nitrogen atmosphere, 2 g of tripotassium phosphate, 50 mg of copper(I) iodide and 1 ml of trans-1,2-diaminocyclohexane were successively added to a solution of 500 mg of 1-phenyl-5-methyl-4-iodo-1H-[1,2,3]triazole and 700 mg of 4-(tert-butyloxycarbonyl)piperazin-2-one in 10 ml of dioxane and the mixture was stirred for one night at 90° C. After addition of water, the product was extracted with ethyl acetate and the organic layer washed with water and dried over sodium sulfate. A borane meth...